From a dataset of the Open Reaction Database (ORD), a public repository of structured organic reaction records. describe an organic reaction: reactants, conditions, products, and yield The reactants are C, CCO, [Pd], CC1(C)OC(=O)N2CCN(C(=O)OCc3ccccc3)CC21. Yields the product CC1(C)OC(=O)N2CCNCC21. RXN SMILES: [C:26].[CH3:23][CH2:24][OH:25].[Pd:27].[c:1]1([CH2:2][O:3][C:4](=[O:5])[N:11]2[CH2:12][CH:13]3[N:14]([CH2:15][CH2:16]2)[C:17](=[O:22])[O:18][C:19]3([CH3:20])[CH3:21])[cH:6][cH:7][cH:8][cH:9][cH:10]1>>[NH:11]1[CH2:12][CH:13]2[N:14]([CH2:15][CH2:16]1)[C:17](=[O:22])[O:18][C:19]2([CH3:20])[CH3:21]. Starting materials: COC=1C=CC=2C3C(C(NC2C1)=S)CCC3 (7-methoxy-1,2,3,3a,5,9b-hexahydrocyclopenta[c]quinoline-4-thione), N (ammonia). Product: NC1=NC=2C=C(C=CC2C2C1CCC2)OC (4-Amino-7-methoxy-2,3,3a,9b-tetrahydro-1H-cyclopenta[c]quinoline). The yield is 79.0%. As a reaction SMILES: [CH3:1][O:2][C:3]1[CH:4]=[CH:5][C:6]2[CH:7]3[CH2:16][CH2:15][CH2:14][CH:8]3[C:9](=S)[NH:10][C:11]=2[CH:12]=1.[NH3:17]>>[NH2:17][C:9]1[CH:8]2[CH2:14][CH2:15][CH2:16][CH:7]2[C:6]2[CH:5]=[CH:4][C:3]([O:2][CH3:1])=[CH:12][C:11]=2[N:10]=1. Procedure details: Analogously to Example 4, 7-methoxy-1,2,3,3a,5,9b-hexahydrocyclopenta[c]quinoline-4-thione (150 mg, 0.64 mmol) in 7N methanolic ammonia solution (25 ml) is reacted to form 110 mg (79%) of product. Starting materials: ClC1=C(C=C(C(=C1)Cl)OC)C=1C(N(C(=CN1)C(F)(F)F)C)=O (3-(2,4-dichloro-5-methoxyphenyl)-1-methyl-6-trifluoromethyl-2-oxo-1,2-dihydropyrazine), ClC1=C(C=C(C(=C1)Cl)OC)C=1C(N(C(=CN1)C(F)(F)F)C)=O (3-(2,4-dichloro-5-methoxyphenyl)-1-methyl-6-trifluoromethyl-2-oxo-1,2-dihydropyrazine), Br (hydrobromic acid), O (water). The solvent is C(C)(=O)O (acetic acid). Conditions: temperature 140 celsius, time 1 hour. Yields the product ClC1=C(C=C(C(=C1)Cl)O)C=1C(N(C(=CN1)C(F)(F)F)C)=O (3-(2,4-dichloro-5-hydroxyphenyl)-1-methyl-6-trifluoromethyl-2-oxo-1,2-dihydropyrazine). The yield is 77.1%. Reaction SMILES: [Cl:1][C:2]1[CH:7]=[C:6]([Cl:8])[C:5]([O:9]C)=[CH:4][C:3]=1[C:11]1[C:12](=[O:22])[N:13]([CH3:21])[C:14]([C:17]([F:20])([F:19])[F:18])=[CH:15][N:16]=1.Br.O>C(O)(=O)C>[Cl:1][C:2]1[CH:7]=[C:6]([Cl:8])[C:5]([OH:9])=[CH:4][C:3]=1[C:11]1[C:12](=[O:22])[N:13]([CH3:21])[C:14]([C:17]([F:18])([F:20])[F:19])=[CH:15][N:16]=1. Procedure details: A mixture of 1.00 g of 3-(2,4-dichloro-5-methoxyphenyl)-1-methyl-6-trifluoromethyl-2-oxo-1,2-dihydropyrazine (present compound 1-358) and 16 ml of 48% hydrobromic acid was dissolved in 5.7 ml of acetic acid, and the solution was stirred at 140° C. for 1 hour. After completion of the reaction, the reaction mixture was poured into water, followed by extraction with ethyl acetate. The organic layer was washed with saturated sodium hydrogencarbonate, water, and then saturated sodium chloride solutio... Starting materials: C(C)(C)OC1=CC=C(C=C1)NC1=NC(=NC2=CC=CC=C12)C ((4-isopropoxy-phenyl)-(2-methyl-quinazolin-4-yl)-amine), CI (methyl iodide). Product: C(C)(C)OC1=CC=C(C=C1)N(C)C1=NC(=NC2=CC=CC=C12)C ((4-Isopropoxy-phenyl)-(2-methyl-quinazolin-4-yl)-methyl-amine). RXN SMILES: [CH:1]([O:4][C:5]1[CH:10]=[CH:9][C:8]([NH:11][C:12]2[C:21]3[C:16](=[CH:17][CH:18]=[CH:19][CH:20]=3)[N:15]=[C:14]([CH3:22])[N:13]=2)=[CH:7][CH:6]=1)([CH3:3])[CH3:2].[CH3:23]I>>[CH:1]([O:4][C:5]1[CH:6]=[CH:7][C:8]([N:11]([C:12]2[C:21]3[C:16](=[CH:17][CH:18]=[CH:19][CH:20]=3)[N:15]=[C:14]([CH3:22])[N:13]=2)[CH3:23])=[CH:9][CH:10]=1)([CH3:3])[CH3:2]. Procedure details: The title compound was prepared from (4-isopropoxy-phenyl)-(2-methyl-quinazolin-4-yl)-amine (164.3 mg, 0.56 mmol) and methyl iodide (0.25 ml, 3.92 mmol) by a procedure similar to example 36. 1H NMR (CDCl3): 7.73 (d, J=7.8 Hz, 1H), 7.54-7.49 (m, 1H), 7.10-6.86 (m, 6H), 4.57-4.52 (m, 1H), 3.58 (s, 3H), 2.72 (s, 3H), 1.36 (d, J=6 Hz, 6H). RXN SMILES: [Br:13][C:14]([C:15](=[O:16])[O:17][CH2:18][CH3:19])([CH3:20])[CH3:21].[CH3:27][CH2:28][OH:29].[CH3:30][CH2:31][CH2:32][CH2:33][CH2:34][CH3:35].[CH:36]([OH:37])([CH3:38])[CH3:39].[Cl:22][CH:23]([Cl:24])[Cl:25].[Na+:2].[OH-:1].[OH2:26].[SH:3][c:4]1[s:5][c:6]2[c:7]([n:8]1)[cH:9][cH:10][cH:11][cH:12]2>>[c:4]1([C:14]([C:15](=[O:16])[O:17][CH2:18][CH3:19])([CH3:20])[CH3:21])[s:5][c:6]2[c:7]([n:8]1)[cH:9][cH:10][cH:11][cH:12]2. Reactants: CCOC(=O)C(C)(C)Br, CCO, CCCCCC, CC(C)O, ClC(Cl)Cl, [Na+], [OH-], O, Sc1nc2ccccc2s1. Yields the product CCOC(=O)C(C)(C)c1nc2ccccc2s1. Reactants: BrC1=NC=C(C=C1NC1=C(C(=O)OC(C)(C)C)C=C(C=C1)C)Cl (tert-butyl 2-(2-bromo-5-chloropyridin-3-ylamino)-5-methylbenzoate), C1(=CC=CC=C1)B(O)O (phenylboronic acid). The product is ClC=1C=C(C=NC1C1=CC=CC=C1)NC1=C(C(=O)OC(C)(C)C)C=C(C=C1)C (tert-Butyl 2-(5-chloro-6-phenylpyridin-3-ylamino)-5-methylbenzoate). As a reaction SMILES: Br[C:2]1[C:7]([NH:8][C:9]2[CH:21]=[CH:20][C:19]([CH3:22])=[CH:18][C:10]=2[C:11]([O:13][C:14]([CH3:17])([CH3:16])[CH3:15])=[O:12])=[CH:6][C:5]([Cl:23])=[CH:4][N:3]=1.[C:24]1(B(O)O)[CH:29]=[CH:28][CH:27]=[CH:26][CH:25]=1>>[Cl:23][C:5]1[CH:6]=[C:7]([NH:8][C:9]2[CH:21]=[CH:20][C:19]([CH3:22])=[CH:18][C:10]=2[C:11]([O:13][C:14]([CH3:17])([CH3:16])[CH3:15])=[O:12])[CH:2]=[N:3][C:4]=1[C:24]1[CH:29]=[CH:28][CH:27]=[CH:26][CH:25]=1. Reported procedure: Obtained (0.005 g, 3% of yield) following the procedure described in Example 8 (step A) starting with 0.230 g (0.58 mmol) of Intermediate 20A and 0.106 g (0.87 mmol) of phenylboronic acid. The reactants are C(C)(C)(C)OC(=O)N1CCC(CC1)S(=O)(=O)C1=CC=C(C=C1)[N+](=O)[O-] (4-(4-Nitro-benzenesulfonyl)-piperidine-1-carboxylic acid tert-butyl ester), C(C)O (ethanol), [Cl-].[NH4+] (ammonium chloride). The reagents and catalysts are [Fe] (iron). The solvent is O (water). Conditions: time 18 hour. The product is C(C)(C)(C)OC(=O)N1CCC(CC1)S(=O)(=O)C1=CC=C(C=C1)N (4-(4-Amino-benzenesulfonyl)-piperidine-1-carboxylic acid tert-butyl ester). Yield: 83.7%. RXN SMILES: [C:1]([O:5][C:6]([N:8]1[CH2:13][CH2:12][CH:11]([S:14]([C:17]2[CH:22]=[CH:21][C:20]([N+:23]([O-])=O)=[CH:19][CH:18]=2)(=[O:16])=[O:15])[CH2:10][CH2:9]1)=[O:7])([CH3:4])([CH3:3])[CH3:2].C(O)C.[Cl-].[NH4+]>[Fe].O>[C:1]([O:5][C:6]([N:8]1[CH2:13][CH2:12][CH:11]([S:14]([C:17]2[CH:22]=[CH:21][C:20]([NH2:23])=[CH:19][CH:18]=2)(=[O:16])=[O:15])[CH2:10][CH2:9]1)=[O:7])([CH3:4])([CH3:2])[CH3:3] |f:2.3|. Procedure details: 4-(4-Nitro-benzenesulfonyl)-piperidine-1-carboxylic acid tert-butyl ester (0.15 g, 0.4 mmol) was suspended in a 5:1 mixture of ethanol and water (3 ml). To this solution was added iron powder (0.4 g, 0.98 mmol) followed by saturated ammonium chloride solution (1 ml) and the mixture was stirred at room temperature for 18 hours. After this time, the reaction mixture was filtered through a pad of celite, the celite was washed with ethanol (10 ml) and ethyl acetate (50 ml) and the solution was conce... Starting materials: CCOC(C)=O, CCCCCC, CSc1nc(Cl)c2ccc(=O)n(-c3c(F)cccc3F)c2n1, ClCCl, O=C(OO)c1cccc(Cl)c1. Product: CS(=O)c1nc(Cl)c2ccc(=O)n(-c3c(F)cccc3F)c2n1. As a reaction SMILES: [C:34]([O:35][CH2:36][CH3:37])(=[O:38])[CH3:39].[CH3:40][CH2:41][CH2:42][CH2:43][CH2:44][CH3:45].[Cl:1][c:2]1[c:3]2[c:4]([n:5][c:6]([S:8][CH3:9])[n:7]1)[n:10](-[c:15]1[c:16]([F:22])[cH:17][cH:18][cH:19][c:20]1[F:21])[c:11](=[O:14])[cH:12][cH:13]2.[Cl:46][CH2:47][Cl:48].[OH:23][O:24][C:25]([c:26]1[cH:27][c:28]([Cl:29])[cH:30][cH:31][cH:32]1)=[O:33]>>[Cl:1][c:2]1[c:3]2[c:4]([n:5][c:6]([S:8]([CH3:9])=[O:23])[n:7]1)[n:10](-[c:15]1[c:16]([F:22])[cH:17][cH:18][cH:19][c:20]1[F:21])[c:11](=[O:14])[cH:12][cH:13]2. The reactants are ClC1=C(C(=CC=C1)Cl)C(=NO)Cl (2,6-dichloro-N-hydroxybenzenecarboximidoyl chloride), ClC1=C(C=NO)C(=CC=C1)Cl (2,6-dichlorobenzaldehyde oxime), ClN1C(CCC1=O)=O (N-chlorosuccinimide), CCC(=O)OC(=O)C(C)C (methyl isobutyryl acetate), C[O-].[Na+] (sodium methoxide). Run in O1CCCC1 (tetrahydrofuran), O (water), O1CCCC1 (tetrahydrofuran), CN(C=O)C (N,N-dimethyl formamide). Product: ClC1=C(C(=CC=C1)Cl)C1=NOC(=C1C(=O)OC)C(C)C (Methyl 3-(2,6-dichlorophenyl)-5-isopropylisoxazole-4carboxylate). RXN SMILES: [Cl:1][C:2]1[CH:10]=[CH:9][CH:8]=[C:7]([Cl:11])[C:3]=1[CH:4]=[N:5][OH:6].ClN1C(=O)[CH2:16][CH2:15][C:14]1=O.CC[C:22]([O:24][C:25]([CH:27]([CH3:29])C)=[O:26])=O.C[O-].[Na+].ClC1C=CC=C(Cl)C=1C(Cl)=NO>CN(C)C=O.O1CCCC1.O>[Cl:1][C:2]1[CH:10]=[CH:9][CH:8]=[C:7]([Cl:11])[C:3]=1[C:4]1[C:27]([C:25]([O:24][CH3:22])=[O:26])=[C:29]([CH:15]([CH3:16])[CH3:14])[O:6][N:5]=1 |f:3.4|. Reported procedure: A solution of 2,6-dichlorobenzaldehyde oxime (19.8 g, 0.104 mol) in N,N-dimethyl formamide (80 mL) was placed in an ambient temperature water bath and was treated with N-chlorosuccinimide (13.9 g, 0.104 mole). Following dissolution, an exotherm was observed along with a color change to dark yellow. The reaction was stirred an additional hour then the contents were then poured into water (200 mL) and the product extracted with diethyl ether (300 mL). The ethereal layer was washed with water (3×10... Reactants: CC(C)(C)OC(=O)N1CCN(c2ccc([N+](=O)[O-])c(NCc3cccc(Br)c3)c2)CC1, CCOCC, ClCCl, Cl. Product: O=[N+]([O-])c1ccc(N2CCNCC2)cc1NCc1cccc(Br)c1, Cl. As a reaction SMILES: [Br:1][c:2]1[cH:3][c:4]([CH2:5][NH:6][c:7]2[cH:8][c:9]([N:16]3[CH2:17][CH2:18][N:19]([C:22]([O:23][C:24]([CH3:25])([CH3:26])[CH3:27])=[O:28])[CH2:20][CH2:21]3)[cH:10][cH:11][c:12]2[N+:13](=[O:14])[O-:15])[cH:29][cH:30][cH:31]1.[CH3:36][CH2:37][O:38][CH2:39][CH3:40].[Cl:33][CH2:34][Cl:35].[ClH:32]>>[Br:1][c:2]1[cH:3][c:4]([CH2:5][NH:6][c:7]2[cH:8][c:9]([N:16]3[CH2:17][CH2:18][NH:19][CH2:20][CH2:21]3)[cH:10][cH:11][c:12]2[N+:13](=[O:14])[O-:15])[cH:29][cH:30][cH:31]1.[ClH:32].